This data is from the Open Reaction Database (ORD), a public repository of structured organic reaction records. The task is: describe an organic reaction: reactants, conditions, products, and yield Reactants: CI (Methyl iodide), [N+](=O)([O-])C1=C2C(NC(NC2=CC=C1)=O)=O (5-Nitro-1,2,3,4-tetrahydro-2,4-quinazolinedione), intermediate, C(=O)([O-])[O-].[K+].[K+] (K2CO3). The solvent is CN(C)C=O (DMF), O (water). Run at time 30 minute. Yields the product [N+](=O)([O-])C1=C2C(N(C(N(C2=CC=C1)C)=O)C)=O (5-Nitro-1,3-dimethyl-1,2,3,4-tetrahydro-2,4-quinazolinedione). As a reaction SMILES: [N+:1]([C:4]1[CH:13]=[CH:12][CH:11]=[C:10]2[C:5]=1[C:6](=O)[NH:7][C:8](=[O:14])[NH:9]2)([O-:3])=[O:2].[C:16]([O-:19])([O-])=O.[K+].[K+].[CH3:22]I>CN(C=O)C.O>[N+:1]([C:4]1[CH:13]=[CH:12][CH:11]=[C:10]2[C:5]=1[C:16](=[O:19])[N:7]([CH3:6])[C:8](=[O:14])[N:9]2[CH3:22])([O-:3])=[O:2] |f:1.2.3|. Procedure: A solution of Step 1 intermediate (40 g, 193 mmol) in dry DMF (386 ml) was added anhydrous K2CO3 (133.51 g, 966 mmol) and the mixture was stirred at room temperature for 30 min. Methyl iodide (40 ml, 636 mmol) was added slowly with stirring and further stirred at room temperature for 24 h. The reaction mixture was diluted with water (1.5 lit) and the solid precipitated out was filtered, washed with water and dried to give 41 g of the product as yellow solid; 1H NMR (δ ppm, DMSO-d6, 300 MHz): 7.8... Reactants: C([O-])([O-])=O.[Na+].[Na+] (sodium carbonate), C(C1=CC=CC=C1)(=O)OC1=C(C=C(C=C1)S(=O)(=NS(=O)(=O)C1=CC=C(C)C=C1)C)CCCCCC (2-hexyl-4-(S-methyl-N-tosyl-sulfonimidoyl)-phenyl benzoate), Cl (hydrochloric acid). The solvent is CO (methanol). Reaction conditions: temperature 60 celsius, time 3 hour. The product is C(CCCCC)C1=C(C=CC(=C1)S(=O)(=NS(=O)(=O)C1=CC=C(C)C=C1)C)O (2-hexyl-4-(S-methyl-N-tosyl-sulfonimidoyl)-phenol). RXN SMILES: C(=O)([O-])[O-].[Na+].[Na+].C([O:15][C:16]1[CH:21]=[CH:20][C:19]([S:22]([CH3:35])(=[N:24][S:25]([C:28]2[CH:34]=[CH:33][C:31]([CH3:32])=[CH:30][CH:29]=2)(=[O:27])=[O:26])=[O:23])=[CH:18][C:17]=1[CH2:36][CH2:37][CH2:38][CH2:39][CH2:40][CH3:41])(=O)C1C=CC=CC=1.Cl>CO>[CH2:36]([C:17]1[CH:18]=[C:19]([S:22]([CH3:35])(=[N:24][S:25]([C:28]2[CH:29]=[CH:30][C:31]([CH3:32])=[CH:33][CH:34]=2)(=[O:27])=[O:26])=[O:23])[CH:20]=[CH:21][C:16]=1[OH:15])[CH2:37][CH2:38][CH2:39][CH2:40][CH3:41] |f:0.1.2|. Procedure details: 500 ml of a 10% sodium carbonate solution was added to a solution of the oil of Step C in 250 ml of methanol and the mixture was stirred for 3 hours at 60° C. and was then cooled to room temperature. 100 ml of 20% hydrochloric acid were added to the mixture which was then extracted with chloroform. The organic phase was evaporated to dryness under reduced pressure and the residue was triturated with petroleum ether to obtain 40 g of 2-hexyl-4-(S-methyl-N-tosyl-sulfonimidoyl)-phenol melting at 10... Starting materials: [BH4-].[Na+] (sodium tetrahydroborate), C(C1=CC=CC=C1)OC1CC(C1)(C(=O)OCCC(C)C)C(CC(=O)OCC)=O (ethyl 3-[1-benzyloxy-3-(isoamyloxycarbonyl)cyclobutan-3-yl]-3-oxopropionate), [Cl-].[NH4+] (ammonium chloride). Run in CO (methanol). Yields the product C(C1=CC=CC=C1)OC1CC(C1)(C(=O)OCCC(C)C)C(CC(=O)OCC)O (Ethyl 3-[1-benzyloxy-3-(isoamyloxycarbonyl)cyclobutan-3-yl]-3-hydroxypropionate). As a reaction SMILES: [CH2:1]([O:8][CH:9]1[CH2:12][C:11]([C:21](=[O:28])[CH2:22][C:23]([O:25][CH2:26][CH3:27])=[O:24])([C:13]([O:15][CH2:16][CH2:17][CH:18]([CH3:20])[CH3:19])=[O:14])[CH2:10]1)[C:2]1[CH:7]=[CH:6][CH:5]=[CH:4][CH:3]=1.[BH4-].[Na+].[Cl-].[NH4+]>CO>[CH2:1]([O:8][CH:9]1[CH2:12][C:11]([CH:21]([OH:28])[CH2:22][C:23]([O:25][CH2:26][CH3:27])=[O:24])([C:13]([O:15][CH2:16][CH2:17][CH:18]([CH3:19])[CH3:20])=[O:14])[CH2:10]1)[C:2]1[CH:3]=[CH:4][CH:5]=[CH:6][CH:7]=1 |f:1.2,3.4|. Reported procedure: A 11.37 g (29.12 mmol) portion of ethyl 3-[1-benzyloxy-3-(isoamyloxycarbonyl)cyclobutan-3-yl]-3-oxopropionate was dissolved in 100 ml of methanol to which, while cooling in an ice bath and stirring, was subsequently added 441 mg (11.65 mmol) of sodium tetrahydroborate. After 10 minutes of stirring at the same temperature, to this was gradually added saturated ammonium chloride aqueous solution. After evaporation of methanol under a reduced pressure, ethyl acetate was added to the thus obtained r... Reported procedure: The title compound was prepared from 4-methoxy-3-trifluoromethylbenzoic acid with oxalkyl chloride and DMF in chloroform at room temperature followed by evaporation in vacua. RXN SMILES: [CH3:1][O:2][C:3]1[CH:11]=[CH:10][C:6]([C:7](O)=[O:8])=[CH:5][C:4]=1[C:12]([F:15])([F:14])[F:13].[Cl-:16].CN(C=O)C>C(Cl)(Cl)Cl>[CH3:1][O:2][C:3]1[CH:11]=[CH:10][C:6]([C:7]([Cl:16])=[O:8])=[CH:5][C:4]=1[C:12]([F:15])([F:14])[F:13]. Run in C(Cl)(Cl)Cl (chloroform). Yields the product COC1=C(C=C(C(=O)Cl)C=C1)C(F)(F)F (4-Methoxy-3-trifluoromethylbenzoyl chloride). Reactants: COC1=C(C=C(C(=O)O)C=C1)C(F)(F)F (4-methoxy-3-trifluoromethylbenzoic acid), [Cl-] (chloride), CN(C)C=O (DMF). The reactants are ice water, S(O)(O)(=O)=O (sulfuric acid), [I-].[K+] (potassium iodide), BrC(C(=O)OCC1=CC(=CC=C1)OC1=CC=CC=C1)C(C)C (m-phenoxybenzyl α-bromoisovalerate), ClC1=CC=C(N)C=C1 (p-chloroaniline). Solvent: CN(C)P(=O)(N(C)C)N(C)C (HMPT). Reaction conditions: time 4 day. The product is m-phenoxybenzyl ester, ClC1=CC=C(C=C1)N[C@@H](C(C)C)C(=O)O (N-(p-chlorophenyl)valine). Reaction SMILES: Br[CH:2]([CH:20]([CH3:22])[CH3:21])[C:3]([O:5]CC1C=CC=C(OC2C=CC=CC=2)C=1)=[O:4].[Cl:23][C:24]1[CH:30]=[CH:29][C:27]([NH2:28])=[CH:26][CH:25]=1.[I-].[K+].S(=O)(=O)(O)O>CN(P(N(C)C)(N(C)C)=O)C>[Cl:23][C:24]1[CH:30]=[CH:29][C:27]([NH:28][C@H:2]([C:3]([OH:5])=[O:4])[CH:20]([CH3:22])[CH3:21])=[CH:26][CH:25]=1 |f:2.3|. Procedure details: To m-phenoxybenzyl α-bromoisovalerate (5 g, 0.0138 mole) in 9 ml of HMPT, at 24°, is added p-chloroaniline (5.27 g, 0.0413 mole) and a catalytic amount of potassium iodide (60 mg). The reaction mixture is stirred at 70° for four days. The reaction is then poured into ice-water (30 ml) and 10 ml of 2 N sulfuric acid which is extracted with ether (3×30 ml). The combined ether extracts are washed with water (2×30 ml) and brine (10 ml), dried over calcium sulfate, filtered and evaporated. The crude ...